Dataset: the Open Reaction Database (ORD), a public repository of structured organic reaction records. Task: describe an organic reaction: reactants, conditions, products, and yield The reactants are [N+](=O)([O-])C1=CC=C(C(=O)C2=CC=C(N2C)CC#N)C=C1 (5-(p-nitrobenzoyl)-1-methylpyrrole-2-acetonitrile). Reagents/catalysts: [Pd] (palladium-on-carbon). Solvent: C(C)(=O)OCC (ethyl acetate). Product: NC1=CC=C(C(=O)C2=CC=C(N2C)CC#N)C=C1 (5-(p-Aminobenzoyl)-1-methylpyrrole-2-acetonitrile). RXN SMILES: [N+:1]([C:4]1[CH:20]=[CH:19][C:7]([C:8]([C:10]2[N:14]([CH3:15])[C:13]([CH2:16][C:17]#[N:18])=[CH:12][CH:11]=2)=[O:9])=[CH:6][CH:5]=1)([O-])=O>[Pd].C(OCC)(=O)C>[NH2:1][C:4]1[CH:20]=[CH:19][C:7]([C:8]([C:10]2[N:14]([CH3:15])[C:13]([CH2:16][C:17]#[N:18])=[CH:12][CH:11]=2)=[O:9])=[CH:6][CH:5]=1. Procedure details: A solution of 7 g. (0.026 mole) of 5-(p-nitrobenzoyl)-1-methylpyrrole-2-acetonitrile in 450 ml. of ethyl acetate containing 1 g. palladium-on-carbon catalyst is hydrogenated in a Parr shaker under 44 p.s.i. of hydrogen until the theoretical amount of hydrogen is consumed. The catalyst is filtered off, and the solvent evaporated in vacuo. A yellow solid, 5-(p-aminobenzoyl)-1-methylpyrrole-2-acetonitrile remains, m.p. 137-142° C. Starting materials: COc1ccccc1CNc1ccc2cc(N)ccc2n1, Cc1ccccc1, CC(C)N=C=O. Yields the product COc1ccccc1CNc1ccc2cc(NC(=O)NC(C)C)ccc2n1. Reaction SMILES: [CH3:1][O:2][c:3]1[c:4]([CH2:5][NH:6][c:7]2[n:8][c:9]3[cH:10][cH:11][c:12]([NH2:17])[cH:13][c:14]3[cH:15][cH:16]2)[cH:18][cH:19][cH:20][cH:21]1.[CH3:28][c:29]1[cH:30][cH:31][cH:32][cH:33][cH:34]1.[CH:22]([CH3:23])([CH3:24])[N:25]=[C:26]=[O:27]>>[CH3:1][O:2][c:3]1[c:4]([CH2:5][NH:6][c:7]2[n:8][c:9]3[cH:10][cH:11][c:12]([NH:17][C:26]([NH:25][CH:22]([CH3:23])[CH3:24])=[O:27])[cH:13][c:14]3[cH:15][cH:16]2)[cH:18][cH:19][cH:20][cH:21]1. Starting materials: C[Sn](C)(C)Cl, Cc1ccc2sccc2c1, CCCCCC, [Cl-], [Li]CCCC, [NH4+]. Product: Cc1ccc2sc([Sn](C)(C)C)cc2c1. As a reaction SMILES: [CH3:16][Sn:17]([CH3:18])([CH3:19])[Cl:20].[CH3:1][c:2]1[cH:3][c:4]2[c:5]([s:6][cH:7][cH:8]2)[cH:9][cH:10]1.[CH3:23][CH2:24][CH2:25][CH2:26][CH2:27][CH3:28].[Cl-:21].[Li:11][CH2:12][CH2:13][CH2:14][CH3:15].[NH4+:22]>>[CH3:1][c:2]1[cH:3][c:4]2[c:5]([s:6][c:7]([Sn:17]([CH3:16])([CH3:18])[CH3:19])[cH:8]2)[cH:9][cH:10]1.